Dataset: the Open Reaction Database (ORD), a public repository of structured organic reaction records. Task: describe an organic reaction: reactants, conditions, products, and yield Reactants: C(C)(C)(C)OC(=O)N1C(SCC1)C(=O)O (3-(tert-butoxycarbonyl)-1,3-thiazolidine-2-carboxylic acid), FC1=C(C=CC=C1)CN ((2-fluorophenyl)methanamine), C1=CC=C(C=C1)/C(=N/O)/C2=CC=C(C=C2)[N+](=O)[O-] (oxime resin), C1(=CC=C(C=C1)S(=O)(=O)Cl)C1=CC=CC=C1 (1,1′-biphenyl-4-sulfonyl chloride). Product: C1(=CC=C(C=C1)S(=O)(=O)C1(SCCN1)C(=O)NCC1=C(C=CC=C1)F)C1=CC=CC=C1 ([1,1′-biphenyl]-4-ylsulfonyl-N-(2-fluorobenzyl)-1,3-thiazolidine-2-carboxamide). As a reaction SMILES: C(OC([N:8]1[CH2:12][CH2:11][S:10][CH:9]1[C:13]([OH:15])=O)=O)(C)(C)C.C1C=CC(/C(/C2C=CC([N+]([O-])=O)=CC=2)=N/O)=CC=1.[C:34]1([C:44]2[CH:49]=[CH:48][CH:47]=[CH:46][CH:45]=2)[CH:39]=[CH:38][C:37]([S:40](Cl)(=[O:42])=[O:41])=[CH:36][CH:35]=1.[F:50][C:51]1[CH:56]=[CH:55][CH:54]=[CH:53][C:52]=1[CH2:57][NH2:58]>>[C:34]1([C:44]2[CH:49]=[CH:48][CH:47]=[CH:46][CH:45]=2)[CH:39]=[CH:38][C:37]([S:40]([C:9]2([C:13]([NH:58][CH2:57][C:52]3[CH:53]=[CH:54][CH:55]=[CH:56][C:51]=3[F:50])=[O:15])[NH:8][CH2:12][CH2:11][S:10]2)(=[O:42])=[O:41])=[CH:36][CH:35]=1. Reported procedure: Following the general solid phase method as outlined Example 33, starting from 3-(tert-butoxycarbonyl)-1,3-thiazolidine-2-carboxylic acid, Kaiser oxime resin, 1,1′-biphenyl-4-sulfonyl chloride and (2-fluorophenyl)methanamine, the title compound was obtained in 88.6% purity by HPLC. Reactants: O=C([O-])[O-], COCC(C)Oc1cc(O)cc(-c2ccc(C3=NCC(C)O3)[nH]2)c1, CC#N, CS(=O)(=O)c1ccc(Cl)nn1, [Cs+], [Cs+], O. Product: COCC(C)Oc1cc(Oc2ccc(S(C)(=O)=O)nn2)cc(-c2ccc(C3=NCC(C)O3)[nH]2)c1. RXN SMILES: [C:36](=[O:37])([O-:38])[O-:39].[CH3:12][O:13][CH2:14][CH:15]([O:16][c:17]1[cH:18][c:19]([OH:34])[cH:20][c:21](-[c:23]2[nH:24][c:25]([C:28]3=[N:32][CH2:31][CH:30]([CH3:33])[O:29]3)[cH:26][cH:27]2)[cH:22]1)[CH3:35].[CH3:43][C:44]#[N:45].[Cl:1][c:2]1[n:3][n:4][c:5]([S:8](=[O:9])(=[O:10])[CH3:11])[cH:6][cH:7]1.[Cs+:40].[Cs+:41].[OH2:42]>>[c:2]1([O:34][c:19]2[cH:18][c:17]([O:16][CH:15]([CH2:14][O:13][CH3:12])[CH3:35])[cH:22][c:21](-[c:23]3[nH:24][c:25]([C:28]4=[N:32][CH2:31][CH:30]([CH3:33])[O:29]4)[cH:26][cH:27]3)[cH:20]2)[n:3][n:4][c:5]([S:8](=[O:9])(=[O:10])[CH3:11])[cH:6][cH:7]1. Starting materials: CCN(C(C)C)C(C)C, O=C(Cl)c1ccc(F)cc1Cl, ClCCl, COC(=O)c1ccc2c(c1)CC(C)(C)C(c1ccc(F)c([N+](=O)[O-])c1)N2. The product is COC(=O)c1ccc2c(c1)CC(C)(C)C(c1ccc(F)c(NC(=O)c3ccc(F)cc3Cl)c1)N2. As a reaction SMILES: [CH:27]([N:28]([CH2:29][CH3:30])[CH:31]([CH3:32])[CH3:33])([CH3:34])[CH3:35].[Cl:36][c:37]1[c:38]([C:39](=[O:40])[Cl:41])[cH:42][cH:43][c:44]([F:46])[cH:45]1.[Cl:47][CH2:48][Cl:49].[F:1][c:2]1[c:3]([N+:24]([O-:25])=[O:26])[cH:4][c:5]([CH:8]2[NH:9][c:10]3[cH:11][cH:12][c:13]([C:20](=[O:21])[O:22][CH3:23])[cH:14][c:15]3[CH2:16][C:17]2([CH3:18])[CH3:19])[cH:6][cH:7]1>>[F:1][c:2]1[c:3]([NH:24][C:39]([c:38]2[c:37]([Cl:36])[cH:45][c:44]([F:46])[cH:43][cH:42]2)=[O:40])[cH:4][c:5]([CH:8]2[NH:9][c:10]3[cH:11][cH:12][c:13]([C:20](=[O:21])[O:22][CH3:23])[cH:14][c:15]3[CH2:16][C:17]2([CH3:18])[CH3:19])[cH:6][cH:7]1. The reactants are Cl.N12CC(C(CC1)CC2)=O (3-quinuclidinone hydrochloride), C(CO)O (ethylene glycol), [OH-].[Na+] (sodium hydroxide). Conditions: temperature 200 celsius. Product: C1COC2(CN3CCC2CC3)O1 (3-Quinuclidinone ethyleneketal). Yield: 100.0%. RXN SMILES: Cl.[N:2]12[CH2:9][CH2:8][CH:5]([CH2:6][CH2:7]1)[C:4](=[O:10])[CH2:3]2.[OH-].[Na+].[CH2:13](O)[CH2:14][OH:15]>>[CH2:14]1[O:15][C:4]2([CH:5]3[CH2:8][CH2:9][N:2]([CH2:7][CH2:6]3)[CH2:3]2)[O:10][CH2:13]1 |f:0.1,2.3|. Procedure: A mixture of 3-quinuclidinone hydrochloride (5 g, 31 mmol) and ethylene glycol (20 ml) was heated under nitrogen at 200° C. (bath temperature) for 2 h. After cooling, the reaction mixture was poured in an excess of 1 M aqueous sodium hydroxide. Extraction with three portions of ethyl acetate was followed by drying over magnesium sulfate, and evaporation of the solvent to yield the product (5.2 g, 31 mmol, 100%) as a colorless oil. Reactants: [OH-].[Na+] (sodium hydroxide), C1(CCC1)N1C=C(C2=CC=C(C=C12)OC)C#N (1-cyclobutyl-6-methoxy-1H-indole-3-carbonitrile), ice water, B(Br)(Br)Br (Boron tribromide). Run in C(Cl)Cl (CH2Cl2). Reaction conditions: temperature -20 celsius, time 8 hour. Yields the product C1(CCC1)N1C=C(C2=CC=C(C=C12)O)C#N (1-cyclobutyl-6-hydroxy-1H-indole-3-carbonitrile). The yield is 95.9%. Reaction SMILES: [CH:1]1([N:5]2[C:13]3[C:8](=[CH:9][CH:10]=[C:11]([O:14]C)[CH:12]=3)[C:7]([C:16]#[N:17])=[CH:6]2)[CH2:4][CH2:3][CH2:2]1.B(Br)(Br)Br.[OH-].[Na+]>C(Cl)Cl>[CH:1]1([N:5]2[C:13]3[C:8](=[CH:9][CH:10]=[C:11]([OH:14])[CH:12]=3)[C:7]([C:16]#[N:17])=[CH:6]2)[CH2:2][CH2:3][CH2:4]1 |f:2.3|. Procedure: 1-cyclobutyl-6-methoxy-1H-indole-3-carbonitrile (100 g, 442 mmol) was dissolved in CH2Cl2 (700 mL) and cooled to −20° C. Boron tribromide (300 g, 1.2 mol) was added dropwise over 2.5 hours to the cooled solution. The reaction was poured into ice water (2 L), neutralized to pH 7 with 5 N aq. sodium hydroxide and stirred overnight at room temperature. The remaining organic solvent was evaporated and the resulting suspension was filtered. The solid was washed with water (2×200 mL), 1/1 hexane/ethyl... Starting materials: FC=1C=C(C=CC1)O (3-fluoro-phenol), C(C)I (ethyl iodide). The product is FC=1C=C(C=CC1)OCC (3-fluoro-ethoxy benzene). As a reaction SMILES: [F:1][C:2]1[CH:3]=[C:4]([OH:8])[CH:5]=[CH:6][CH:7]=1.[CH2:9](I)[CH3:10]>>[F:1][C:2]1[CH:3]=[C:4]([O:8][CH2:9][CH3:10])[CH:5]=[CH:6][CH:7]=1. Procedure: 3-fluoro-phenol and ethyl iodide were reacted to form 3-fluoro-ethoxy benzene with a refractive index of nD25 =1.4823 which was reacted with nitric acid to obtain 2-ethoxy-4-fluoronitro benzene with a melting point of 28°~30° C. which was reacted to obtain 0-(4-nitro-3-ethoxy-phenyl)-hydroxylamine melting at 97°~98° C.